This data is from the Open Reaction Database (ORD), a public repository of structured organic reaction records. The task is: describe an organic reaction: reactants, conditions, products, and yield The reactants are CCCOC(C)Oc1ccc2oc(OB([O-])[O-])cc2c1, CN(Cc1ccc(NC(=O)C2=Cc3cc(Br)ccc3S(=O)(=O)CC2)cc1)C1CCOCC1, O=C([O-])[O-], CCO, Cc1ccccc1, [K+], [K+], O. Product: CCCOC(C)Oc1ccc2oc(-c3ccc4c(c3)C=C(C(=O)Nc3ccc(CN(C)C5CCOCC5)cc3)CCS4(=O)=O)cc2c1. As a reaction SMILES: [B:4]([O-:5])([O-:22])[O:23][c:6]1[o:7][c:8]2[c:9]([cH:10]1)[cH:11][c:12]([O:15][CH:16]([CH3:17])[O:18][CH2:19][CH2:20][CH3:21])[cH:13][cH:14]2.[Br:24][c:25]1[cH:26][cH:27][c:28]2[c:29]([cH:55]1)[CH:30]=[C:31]([C:37](=[O:38])[NH:39][c:40]1[cH:41][cH:42][c:43]([CH2:46][N:47]([CH:48]3[CH2:49][CH2:50][O:51][CH2:52][CH2:53]3)[CH3:54])[cH:44][cH:45]1)[CH2:32][CH2:33][S:34]2(=[O:35])=[O:36].[C:56](=[O:57])([O-:58])[O-:59].[CH3:1][CH2:2][OH:3].[CH3:62][c:63]1[cH:64][cH:65][cH:66][cH:67][cH:68]1.[K+:60].[K+:61].[OH2:69]>>[c:6]1(-[c:25]2[cH:26][cH:27][c:28]3[c:29]([cH:55]2)[CH:30]=[C:31]([C:37](=[O:38])[NH:39][c:40]2[cH:41][cH:42][c:43]([CH2:46][N:47]([CH:48]4[CH2:49][CH2:50][O:51][CH2:52][CH2:53]4)[CH3:54])[cH:44][cH:45]2)[CH2:32][CH2:33][S:34]3(=[O:35])=[O:36])[o:7][c:8]2[c:9]([cH:10]1)[cH:11][c:12]([O:15][CH:16]([CH3:17])[O:18][CH2:19][CH2:20][CH3:21])[cH:13][cH:14]2. Reactants: C1(CCCCC1)O (cyclohexanol), [H-].[Na+] (sodium hydride), FC1=CC=C(C=C1)[N+](=O)[O-] (4-fluoronitrobenzene). The solvent is CN(C=O)C (dimethylformamide). Run at temperature 60 celsius, time 10 minute. Product: C1(CCCCC1)OC1=CC=C(C=C1)[N+](=O)[O-] (1-cyclohexyloxy-4-nitro-benzene). Reaction SMILES: [CH:1]1([OH:7])[CH2:6][CH2:5][CH2:4][CH2:3][CH2:2]1.[H-].[Na+].F[C:11]1[CH:16]=[CH:15][C:14]([N+:17]([O-:19])=[O:18])=[CH:13][CH:12]=1>CN(C)C=O>[CH:1]1([O:7][C:11]2[CH:16]=[CH:15][C:14]([N+:17]([O-:19])=[O:18])=[CH:13][CH:12]=2)[CH2:6][CH2:5][CH2:4][CH2:3][CH2:2]1 |f:1.2|. Procedure details: To 3.9 g of cyclohexanol (1.1 equivalents) put into the presence of 2.12 g of sodium hydride (1.5 equivalents) under stirring for 10 min, is added a solution of 5 g of 4-fluoronitrobenzene in 75 mL of dimethylformamide. The whole is heated to 60° C. for 5 hrs. After returning to room temperature, the medium is hydrolyzed and the reaction crude product is extracted with ethyl acetate several times. The organic phases are dried on magnesium sulfate, filtered and evaporated under reduced pressure. ...